Task: describe an organic reaction: reactants, conditions, products, and yield. Dataset: the Open Reaction Database (ORD), a public repository of structured organic reaction records The reactants are O (Water), C(C)(C)(C)C=1C=C(N(N1)C1=CC=C(C=C1)C=O)NC(=O)N[C@H]1CC[C@H](C2=CC=CC=C12)OC=1C=CC=2N(C1)C(=NN2)N2[C@H](CCCC2)C (1-[5-tert-Butyl-2-(4-formyl-phenyl)-2H-pyrazol-3-yl]-3-{(1S,4R)-4-[3-((S)-2-methyl-piperidin-1-yl)-[1,2,4]triazolo[4,3-a]pyridin-6-yloxy]-1,2,3,4-tetrahydro-naphthalen-1-yl}-urea), N1CCOCC1 (morpholine), C(C)(=O)O[BH-](OC(C)=O)OC(C)=O.[Na+] (sodium triacetoxyborohydride). Run in C(Cl)Cl (DCM), C(Cl)Cl (DCM). Reaction conditions: time 1 hour. The product is C(C)(C)(C)C=1C=C(N(N1)C1=CC=C(C=C1)CN1CCOCC1)NC(=O)N[C@H]1CC[C@H](C2=CC=CC=C12)OC=1C=CC=2N(C1)C(=NN2)N2[C@H](CCCC2)C (1-[5-tert-Butyl-2-(4-morpholin-4-ylmethyl-phenyl)-2H-pyrazol-3-yl]-3-{(1S,4R)-4-[3-((S)-2-methyl-piperidin-1-yl)-[1,2,4]triazolo[4,3-a]pyridin-6-yloxy]-1,2,3,4-tetrahydro-naphthalen-1-yl}-urea). Isolated yield 97.5%. Reaction SMILES: [C:1]([C:5]1[CH:6]=[C:7]([NH:18][C:19]([NH:21][C@@H:22]2[C:31]3[C:26](=[CH:27][CH:28]=[CH:29][CH:30]=3)[C@H:25]([O:32][C:33]3[CH:34]=[CH:35][C:36]4[N:37]([C:39]([N:42]5[CH2:47][CH2:46][CH2:45][CH2:44][C@@H:43]5[CH3:48])=[N:40][N:41]=4)[CH:38]=3)[CH2:24][CH2:23]2)=[O:20])[N:8]([C:10]2[CH:15]=[CH:14][C:13]([CH:16]=O)=[CH:12][CH:11]=2)[N:9]=1)([CH3:4])([CH3:3])[CH3:2].[NH:49]1[CH2:54][CH2:53][O:52][CH2:51][CH2:50]1.C(O[BH-](OC(=O)C)OC(=O)C)(=O)C.[Na+].O>C(Cl)Cl>[C:1]([C:5]1[CH:6]=[C:7]([NH:18][C:19]([NH:21][C@@H:22]2[C:31]3[C:26](=[CH:27][CH:28]=[CH:29][CH:30]=3)[C@H:25]([O:32][C:33]3[CH:34]=[CH:35][C:36]4[N:37]([C:39]([N:42]5[CH2:47][CH2:46][CH2:45][CH2:44][C@@H:43]5[CH3:48])=[N:40][N:41]=4)[CH:38]=3)[CH2:24][CH2:23]2)=[O:20])[N:8]([C:10]2[CH:15]=[CH:14][C:13]([CH2:16][N:49]3[CH2:54][CH2:53][O:52][CH2:51][CH2:50]3)=[CH:12][CH:11]=2)[N:9]=1)([CH3:4])([CH3:2])[CH3:3] |f:2.3|. Procedure details: To a solution of Intermediate 176b (0.10 mmol) and morpholine (17.4 mg, 0.200 mmol) in DCM (3 mL) was added sodium triacetoxyborohydride (31.8 mg, 0.15 mmol) and the resulting yellow solution stirred at RT for 1 h. Water (3 mL) was added and the mixture shaken. The aqueous was extracted with DCM (3 mL), then the combined organics passed through a hydrophobic frit and concentrated in vacuo to leave a vivid yellow gum. Flash chromatography (silica 12 g, 3.5-4.5% (2M NH3 in MeOH) in DCM) gave a viv... The reactants are O=C(c1ccc(Br)cc1F)N1CCN(c2ccc(C3CC3)cn2)CC1, CC1COC(=O)N1. Product: CC1COC(=O)N1c1ccc(C(=O)N2CCN(c3ccc(C4CC4)cn3)CC2)c(F)c1. Reaction SMILES: [Br:1][c:2]1[cH:3][c:4]([F:25])[c:5]([C:8](=[O:9])[N:10]2[CH2:11][CH2:12][N:13]([c:16]3[n:17][cH:18][c:19]([CH:22]4[CH2:23][CH2:24]4)[cH:20][cH:21]3)[CH2:14][CH2:15]2)[cH:6][cH:7]1.[CH3:26][CH:27]1[NH:28][C:29](=[O:32])[O:30][CH2:31]1>>[c:2]1([N:28]2[CH:27]([CH3:26])[CH2:31][O:30][C:29]2=[O:32])[cH:3][c:4]([F:25])[c:5]([C:8](=[O:9])[N:10]2[CH2:11][CH2:12][N:13]([c:16]3[n:17][cH:18][c:19]([CH:22]4[CH2:23][CH2:24]4)[cH:20][cH:21]3)[CH2:14][CH2:15]2)[cH:6][cH:7]1. The reactants are ( a ), C(C)(C)(C)OC(=O)NS(=O)(=O)N (N-t-butoxycarbonylsulfamide), ( b ), C(C)(=O)S[C@@H]1C[C@@H](N(C1)C(=O)OC(C)(C)C)CO ((2R,4R)-4-acetylthio-1-t-butoxycarbonylpyrrolidine-2-methanol). Product: C(C)(C)(C)OC(=O)NS(=O)(=O)N (N-t-butoxycarbonylsulfamide), C(C)(=O)S[C@@H]1C[C@@H](N(C1)C(=O)OC(C)(C)C)CN(S(N)(=O)=O)C(=O)OC(C)(C)C ((2R,4R)-4-acetylthio-1-t-butoxycarbonyl-2-(N-t-butoxycarbonyl-N-sulfamoylamino)methylpyrrolidine). RXN SMILES: [C:1]([S:4][C@H:5]1[CH2:9][N:8]([C:10]([O:12][C:13]([CH3:16])([CH3:15])[CH3:14])=[O:11])[C@@H:7]([CH2:17]O)[CH2:6]1)(=[O:3])[CH3:2].[C:19]([O:23][C:24]([NH:26][S:27]([NH2:30])(=[O:29])=[O:28])=[O:25])([CH3:22])([CH3:21])[CH3:20]>>[C:19]([O:23][C:24]([NH:26][S:27]([NH2:30])(=[O:29])=[O:28])=[O:25])([CH3:22])([CH3:20])[CH3:21].[C:1]([S:4][C@H:5]1[CH2:9][N:8]([C:10]([O:12][C:13]([CH3:14])([CH3:15])[CH3:16])=[O:11])[C@@H:7]([CH2:17][N:26]([C:24]([O:23][C:19]([CH3:22])([CH3:21])[CH3:20])=[O:25])[S:27](=[O:28])(=[O:29])[NH2:30])[CH2:6]1)(=[O:3])[CH3:2]. Procedure: N-t-butoxycarbonylsulfamide is prepared in the same manner as in the paragraph (a) of Step A-6 in Preparative Example 7-A. (2R,4R)-4-acetylthio-1-t-butoxycarbonylpyrrolidine-2-methanol (i.e., a substrate) is allowed to react with the obtained N-t-butoxycarbonylsulfamide in the similar manner as in paragraph (b) of Step A-6 in Preparative Example 7-A under a condition for Step B-6 shown in Table 2 to give (2R,4R)-4-acetylthio-1-t-butoxycarbonyl-2-(N-t-butoxycarbonyl-N-sulfamoylamino)methylpyrroli... The reactants are P(O)(=O)(OP(=O)(O)OP(=O)(O)O)OC[C@@H]1[C@H](C[C@@H](O1)N1C=NC=2C(=O)NC(N)=NC12)O (dGTP), [Mg+2].[Cl-].[Cl-] (MgCl2), ( 13 ), P(O)(=O)(OP(=O)(O)OP(=O)(O)O)OC[C@@H]1[C@H](C[C@@H](O1)N1C=NC=2C(=O)NC(N)=NC12)O (dGTP), C (Norit), NCC(=O)O (Glycine). Run at time 20 minute. Yields the product [O-]P(=O)([O-])OP(=O)([O-])OP(=O)([O-])[O-] (tripolyphosphate), P(=O)([O-])([O-])[O-] (orthophosphate). Reaction SMILES: [P:1]([O:13]C[C@H]1O[C@@H](N2C3N=C(N)NC(=O)C=3N=C2)C[C@@H]1O)([O:4][P:5]([O:8][P:9]([OH:12])([OH:11])=[O:10])([OH:7])=[O:6])(=[O:3])[OH:2].C.NCC(O)=O.[Mg+2].[Cl-].[Cl-]>>[O-:12][P:9]([O:8][P:5]([O:4][P:1]([O-:13])([O-:3])=[O:2])([O-:7])=[O:6])([O-:11])=[O:10].[P:1]([O-:13])([O-:4])([O-:3])=[O:2] |f:3.4.5|. Procedure: Enzyme assay procedures were performed in a manner similar to those described by Seto et al. (13) by measuring the hydrolysis of dGTP to Norit non-adsorbable PPPi. The incubation mixture had a volume of 55 μL and included 2.0 mM dGTP; 67 mM Glycine, pH 8.5; 6.7 mM MgCl2; and 0.02–0.2 milliunit of enzyme. After 20 min at 37° C., the reaction was terminated by addition of an acidic suspension of Norit A. The mixture was centrifuged, and an aliquot of the supernatant was brought to 0.15 N HCl, and ... Starting materials: NC1=C(C=CC(=C1)C(F)(F)F)O (2-amino-4-trifluoromethylphenol), O(C(=S)[S-])CC.[K+] (potassium ethyl xanthate), C(C)O (ethanol). The solvent is O (water). Yields the product SC=1OC2=C(N1)C=C(C=C2)C(F)(F)F (2-Mercapto-5-trifluoromethylbenzoxazole). The yield is 31.9%. RXN SMILES: [NH2:1][C:2]1[CH:7]=[C:6]([C:8]([F:11])([F:10])[F:9])[CH:5]=[CH:4][C:3]=1[OH:12].O(CC)[C:14]([S-])=[S:15].[K+].C(O)C>O>[SH:15][C:14]1[O:12][C:3]2[CH:4]=[CH:5][C:6]([C:8]([F:9])([F:10])[F:11])=[CH:7][C:2]=2[N:1]=1 |f:1.2|. Procedure: A mixture of 2-amino-4-trifluoromethylphenol (8.85 g, 0.05 mole), potassium ethyl xanthate (8.8 g, 0.055 mole) and ethanol was heated under gentle reflux for a period of 24 hours. After cooling, the mixture was filtered and the filtrate was distilled under reduced pressure to remove the solvent and to give an orange solid. The solid was dissolved in water, the aqueous solution extracted with ethyl acetate and the organic phase evaporated to give a red wolid. The solid was triturated with boiling...